describe an organic reaction: reactants, conditions, products, and yield From a dataset of the Open Reaction Database (ORD), a public repository of structured organic reaction records. Starting materials: [Br-], [Br-], [Br-], CC#N, CC1(c2ccc(F)c(S(N)(=O)=O)c2)OCCO1, C[N+](C)(C)c1ccccc1, C[N+](C)(C)c1ccccc1, C[N+](C)(C)c1ccccc1. The product is NS(=O)(=O)c1cc(C2(CBr)OCCO2)ccc1F. Reaction SMILES: [Br-:1].[Br-:2].[Br-:3].[CH3:51][C:52]#[N:53].[F:34][c:35]1[c:36]([S:47](=[O:48])(=[O:49])[NH2:50])[cH:37][c:38]([C:41]2([CH3:46])[O:42][CH2:43][CH2:44][O:45]2)[cH:39][cH:40]1.[c:14]1([N+:15]([CH3:16])([CH3:17])[CH3:18])[cH:19][cH:20][cH:21][cH:22][cH:23]1.[c:24]1([N+:25]([CH3:26])([CH3:27])[CH3:28])[cH:29][cH:30][cH:31][cH:32][cH:33]1.[c:4]1([N+:5]([CH3:6])([CH3:7])[CH3:8])[cH:9][cH:10][cH:11][cH:12][cH:13]1>>[Br:1][CH2:46][C:41]1([c:38]2[cH:37][c:36]([S:47](=[O:48])(=[O:49])[NH2:50])[c:35]([F:34])[cH:40][cH:39]2)[O:42][CH2:43][CH2:44][O:45]1. As a reaction SMILES: [NH2:1][C:2]1[N:7]=[C:6]([N:8]2[C:16]3[C:11](=[CH:12][CH:13]=[C:14]([C:17]#[C:18][C:19]([CH3:22])([OH:21])[CH3:20])[CH:15]=3)[CH:10]=[N:9]2)[C:5](Br)=[CH:4][N:3]=1.[C:24]([N:31]1[CH:35]=[C:34](B2OC(C)(C)C(C)(C)O2)[CH:33]=[N:32]1)(OC(C)(C)C)=O>>[NH2:1][C:2]1[N:7]=[C:6]([N:8]2[C:16]3[C:11](=[CH:12][CH:13]=[C:14]([C:17]#[C:18][C:19]([CH3:22])([OH:21])[CH3:20])[CH:15]=3)[CH:10]=[N:9]2)[C:5]([C:34]2[CH:33]=[N:32][N:31]([CH3:24])[CH:35]=2)=[CH:4][N:3]=1. Reactants: NC1=NC=C(C(=N1)N1N=CC2=CC=C(C=C12)C#CC(C)(O)C)Br (4-[1-(2-amino-5-bromo-pyrimidin-4-yl)indazol-6-yl]-2-methyl-but-3-yn-2-ol), C(=O)(OC(C)(C)C)N1N=CC(=C1)B1OC(C)(C)C(C)(C)O1 (1-Boc-4-pyrazoleboronic acid pinacol ester). Reported procedure: 4-[1-(2-amino-5-bromo-pyrimidin-4-yl)indazol-6-yl]-2-methyl-but-3-yn-2-ol (0.075 g) was reacted 1-Boc-4-pyrazoleboronic acid pinacol ester via Suzuki Coupling to afford 9.5 mg of 4-[1-[2-amino-5-(1-methylpyrazol-4-yl)pyrimidin-4-yl]indazol-6-yl]-2-methyl-but-3-yn-2-ol following reverse phase hplc purification. MS (Q1) 360. 1H NMR (400 MHz, DMSO) delta 12.71 (s, 1H), 8.62 (s, 1H), 8.30 (s, 1H), 7.84 (d, J=8.3 Hz, 1H), 7.76 (s, 1H), 7.46 (s, 1H), 7.23 (d, J=8.2 Hz, 1H), 7.02 (s, 2H), 5.45 (s, 1H),... Yields the product NC1=NC=C(C(=N1)N1N=CC2=CC=C(C=C12)C#CC(C)(O)C)C=1C=NN(C1)C (4-[1-[2-amino-5-(1-methylpyrazol-4-yl)pyrimidin-4-yl]indazol-6-yl]-2-methyl-but-3-yn-2-ol).